From a dataset of the Open Reaction Database (ORD), a public repository of structured organic reaction records. describe an organic reaction: reactants, conditions, products, and yield Reactants: Cc1ccccc1, COC(=O)NNc1ccccc1OCCSC, O=C(Cl)Cl. Product: COC(=O)NN(C(=O)Cl)c1ccccc1OCCSC. As a reaction SMILES: [CH3:22][c:23]1[cH:24][cH:25][cH:26][cH:27][cH:28]1.[CH3:5][O:6][C:7](=[O:8])[NH:9][NH:10][c:11]1[c:12]([O:17][CH2:18][CH2:19][S:20][CH3:21])[cH:13][cH:14][cH:15][cH:16]1.[Cl:1][C:2]([Cl:3])=[O:4]>>[Cl:1][C:2](=[O:4])[N:10]([NH:9][C:7]([O:6][CH3:5])=[O:8])[c:11]1[c:12]([O:17][CH2:18][CH2:19][S:20][CH3:21])[cH:13][cH:14][cH:15][cH:16]1.